Dataset: the Open Reaction Database (ORD), a public repository of structured organic reaction records. Task: describe an organic reaction: reactants, conditions, products, and yield The reactants are C(C=C)OC=1C=2N=CN([C@H]3[C@H](O[Si](C)(C)C(C)(C)C)[C@H](O[Si](C)(C)C(C)(C)C)[C@@H](CO[Si](C)(C)C(C)(C)C)O3)C2N=C(N1)N (O6-Allyl-2′,3′,5′-tri-O-(tert-butyldimethylsilyl)guanosine), O6-(benzotriazol-1H-yl)-3′,5′-di-O-(tert-butyldimethylsilyl)-2′-deoxyguanosine25, C(=O)([O-])[O-].[Cs+].[Cs+] (Cs2CO3). The solvent is C(C=C)O (allyl alcohol). Yields the product C(C=C)OC=1C=2N=CN([C@H]3C[C@H](O[Si](C)(C)C(C)(C)C)[C@@H](CO[Si](C)(C)C(C)(C)C)O3)C2N=C(N1)N (O6-Allyl-3′,5′-di-O-(tert-butyldimethylsilyl)-2′-deoxyguanosine). Isolated yield 87.0%. As a reaction SMILES: [CH2:1]([O:4][C:5]1[C:6]2[N:7]=[CH:8][N:9]([C:40]=2[N:41]=[C:42]([NH2:44])[N:43]=1)[C@@H:10]1[O:39][C@H:29]([CH2:30][O:31][Si:32]([C:35]([CH3:38])([CH3:37])[CH3:36])([CH3:34])[CH3:33])[C@@H:20]([O:21][Si:22]([C:25]([CH3:28])([CH3:27])[CH3:26])([CH3:24])[CH3:23])[C@H:11]1O[Si](C(C)(C)C)(C)C)[CH:2]=[CH2:3].C([O-])([O-])=O.[Cs+].[Cs+]>C(O)C=C>[CH2:1]([O:4][C:5]1[C:6]2[N:7]=[CH:8][N:9]([C:40]=2[N:41]=[C:42]([NH2:44])[N:43]=1)[C@@H:10]1[O:39][C@H:29]([CH2:30][O:31][Si:32]([C:35]([CH3:36])([CH3:37])[CH3:38])([CH3:34])[CH3:33])[C@@H:20]([O:21][Si:22]([C:25]([CH3:28])([CH3:27])[CH3:26])([CH3:23])[CH3:24])[CH2:11]1)[CH:2]=[CH2:3] |f:1.2.3|. Procedure: As described for the synthesis of 1a, this compound was prepared by a reaction of O6-(benzotriazol-1H-yl)-3′,5′-di-O-(tert-butyldimethylsilyl)-2′-deoxyguanosine25 (5.0 g, 8.16 mmol), allyl alcohol (50 mL) and Cs2CO3 (5.64 g, 17.1 mmol). Chromatographic purification of the crude material on a silica gel column using 30% EtOAc in hexanes) afforded 3.71 g (87% yield) of 1b as a white foam. Rf (SiO2/40% EtOAc in hexanes)=0.60. 1H NMR (CDCl3): δ 7.93 (s, 1H, Ar—H), 6.34 (t, 1H, H-1′, J=6.5 Hz), 6.17-... The reactants are C1(=CC=CC=C1)C=CCNCC(=O)OC (methyl (3-phenyl-2-propene-1-ylamino)acetate), CCN=C=NCCCN(C)C.Cl (WSC hydrochloride), ClC=1C=C(C=CC1)C1NC(NC(=C1C(=O)O)C)=O (4-(3-chlorophenyl)-6-methyl-2-oxo-1,2,3,4-tetrahydropyrimidine-5-carboxylic acid). The solvent is CN(C)C=O (DMF). Reaction conditions: time 8 hour. Yields the product ClC=1C=C(C=CC1)C1NC(NC(=C1C(=O)N(CC=CC1=CC=CC=C1)CC(=O)OC)C)=O (methyl [[4-(3-chlorophenyl)-6-methyl-2-oxo-1,2,3,4-tetrahydropyrimidine-5-carbonyl]-(3-phenyl-2-propene-1-yl)-amino]acetate). RXN SMILES: [Cl:1][C:2]1[CH:3]=[C:4]([CH:8]2[C:13]([C:14]([OH:16])=O)=[C:12]([CH3:17])[NH:11][C:10](=[O:18])[NH:9]2)[CH:5]=[CH:6][CH:7]=1.[C:19]1([CH:25]=[CH:26][CH2:27][NH:28][CH2:29][C:30]([O:32][CH3:33])=[O:31])[CH:24]=[CH:23][CH:22]=[CH:21][CH:20]=1.CCN=C=NCCCN(C)C.Cl>CN(C=O)C>[Cl:1][C:2]1[CH:3]=[C:4]([CH:8]2[C:13]([C:14]([N:28]([CH2:29][C:30]([O:32][CH3:33])=[O:31])[CH2:27][CH:26]=[CH:25][C:19]3[CH:20]=[CH:21][CH:22]=[CH:23][CH:24]=3)=[O:16])=[C:12]([CH3:17])[NH:11][C:10](=[O:18])[NH:9]2)[CH:5]=[CH:6][CH:7]=1 |f:2.3|. Procedure details: 320 mg (1.20 mmol) of 4-(3-chlorophenyl)-6-methyl-2-oxo-1,2,3,4-tetrahydropyrimidine-5-carboxylic acid was dissolved in 2 ml of DMF. 280 mg (1.20 mmol) of methyl (3-phenyl-2-propene-1-ylamino)acetate and 276 mg (1.44 mmol) of WSC hydrochloride were added to the obtained solution, and they were stirred at room temperature overnight. After the extraction with ethyl acetate, the extract was dried over magnesium sulfate. Ethyl acetate was evaporated under reduced pressure. The residue was purified b... Reactants: CC#N, Cl[Cu]Cl, Nc1snc(-c2ccccc2)c1Cl, Cl, CC(C)(C)ON=O. The product is Clc1snc(-c2ccccc2)c1Cl. RXN SMILES: [CH3:22][C:23]#[N:24].[Cl:25][Cu:26][Cl:27].[Cl:8][c:9]1[c:10](-[c:15]2[cH:16][cH:17][cH:18][cH:19][cH:20]2)[n:11][s:12][c:13]1[NH2:14].[ClH:21].[N:1]([O:2][C:3]([CH3:4])([CH3:5])[CH3:6])=[O:7]>>[Cl:8][c:9]1[c:10](-[c:15]2[cH:16][cH:17][cH:18][cH:19][cH:20]2)[n:11][s:12][c:13]1[Cl:21].